From a dataset of the Open Reaction Database (ORD), a public repository of structured organic reaction records. describe an organic reaction: reactants, conditions, products, and yield The reactants are CC=1NC=C(N1)C(C)=O (1-(2-methyl-4-imidazolyl) ethanone), BrBr (bromine). The solvent is Br (hydrogen bromide), Br (hydrogen bromide). The product is Br.CC=1NC=C(N1)C(CBr)=O (1-(2-methyl-4-imidazolyl)-2-bromoethanone hydrobromide). The yield is 93.9%. As a reaction SMILES: [CH3:1][C:2]1[NH:3][CH:4]=[C:5]([C:7](=[O:9])[CH3:8])[N:6]=1.[Br:10]Br>Br>[BrH:10].[CH3:1][C:2]1[NH:3][CH:4]=[C:5]([C:7](=[O:9])[CH2:8][Br:10])[N:6]=1 |f:3.4|. Reported procedure: 2.40 g (19.3 mmol) of 1-(2-methyl-4-imidazolyl) ethanone was dissolved in 30 ml of 48% hydrogen bromide. To the stirred solution at 25° was added over a 5 minute period 3.36 g (21 mmol) of bromine dissolved in 5 ml 48% hydrogen bromide. The reaction was heated to 70° for 2.5 hours and then concentrated in vacuo to a dark oil. A mixture of isopropyl alcohol/ether was added and trituration of the oil gave a solid. This was collected by filtration and washed with ether to give 2.8 g (51%) of 1-(2-m... The reactants are ClC=1C=CC=C2C=C(C(=NC12)C1=C(C=CC=C1)F)CCl (8-chloro-3-(chloromethyl)-2-(2-fluorophenyl)quinoline), [N-]=[N+]=[N-].[Na+] (sodium azide). Run in CN(C)C=O (DMF). Conditions: time 3 hour. Yields the product N(=[N+]=[N-])CC=1C(=NC2=C(C=CC=C2C1)Cl)C1=C(C=CC=C1)F (3-(Azidomethyl)-8-chloro-2-(2-fluorophenyl)quinoline). As a reaction SMILES: [Cl:1][C:2]1[CH:3]=[CH:4][CH:5]=[C:6]2[C:11]=1[N:10]=[C:9]([C:12]1[CH:17]=[CH:16][CH:15]=[CH:14][C:13]=1[F:18])[C:8]([CH2:19]Cl)=[CH:7]2.[N-:21]=[N+:22]=[N-:23].[Na+]>CN(C=O)C>[N:21]([CH2:19][C:8]1[C:9]([C:12]2[CH:17]=[CH:16][CH:15]=[CH:14][C:13]=2[F:18])=[N:10][C:11]2[C:6]([CH:7]=1)=[CH:5][CH:4]=[CH:3][C:2]=2[Cl:1])=[N+:22]=[N-:23] |f:1.2|. Procedure details: To stirring solution of 8-chloro-3-(chloromethyl)-2-(2-fluorophenyl)quinoline (0.330 g, 1.08 mmol) in DMF was added sodium azide (0.561 g, 8.62 mmol), and the mixture stirred at room temperature. After 3 hours, the mixture was partitioned between CH2Cl2 and H2O. The organic layer was dried over MgSO4, filtered and concentrated under reduced pressure: LC-MS (ESI) m/z 313.0 [M+H]+. The crude product was carried on crude without purification for the next step.